Dataset: the Open Reaction Database (ORD), a public repository of structured organic reaction records. Task: describe an organic reaction: reactants, conditions, products, and yield The reactants are CC1=CC=C2C(=N1)ON=C2O (6-methylisoxazolo[5,4-b]pyridin-3-ol), N(=C=O)CCCCCC (1-isocyanatohexane). RXN SMILES: [CH3:1][C:2]1[N:7]=[C:6]2[O:8][N:9]=[C:10]([OH:11])[C:5]2=[CH:4][CH:3]=1.[N:12]([CH2:15][CH2:16][CH2:17][CH2:18][CH2:19][CH3:20])=[C:13]=[O:14]>C1COCC1>[CH2:15]([NH:12][C:13]([N:9]1[C:10](=[O:11])[C:5]2[C:6](=[N:7][C:2]([CH3:1])=[CH:3][CH:4]=2)[O:8]1)=[O:14])[CH2:16][CH2:17][CH2:18][CH2:19][CH3:20]. Procedure: In analogy to example 1c, 50 mg (0.33 mmol) of 6-methylisoxazolo[5,4-b]pyridin-3-ol were reacted with 50.8 mg (0.4 mmol) of 1-isocyanatohexane in THF. Yield: 30 mg (32%), M+H+: 278.1. The product is C(CCCCC)NC(=O)N1OC2=NC(=CC=C2C1=O)C (6-Methyl-3-oxo-3H-isoxazolo[5,4-b]pyridine-2-carboxylic acid hexylamide). The solvent is C1CCOC1 (THF). The reactants are Cl.ClC=1N=C(NC1CC)C(=O)N[C@@H]1[C@@H](CNCC1)OCC (cis(±)-4-Chloro-N-(3-ethoxypiperidin-4-yl)-5-ethyl-1H-imidazole-2-carboxamide hydrochloride), BrC=1SC=CN1 (2-bromothiazole), C([O-])([O-])=O.[Na+].[Na+] (sodium carbonate). The solvent is CN(C)C=O (DMF). Yields the product ClC=1N=C(NC1CC)C(=O)N[C@@H]1[C@@H](CN(CC1)C=1SC=CN1)OCC (cis(±)-4-Chloro-N-[3-ethoxy-1-(1,3-thiazol-2-yl)piperidin-4-yl]-5-ethyl-1H-imidazole-2-carboxamide). Yield: 40.2%. Reaction SMILES: Cl.[Cl:2][C:3]1[N:4]=[C:5]([C:10]([NH:12][C@H:13]2[CH2:18][CH2:17][NH:16][CH2:15][C@H:14]2[O:19][CH2:20][CH3:21])=[O:11])[NH:6][C:7]=1[CH2:8][CH3:9].Br[C:23]1[S:24][CH:25]=[CH:26][N:27]=1.C(=O)([O-])[O-].[Na+].[Na+]>CN(C=O)C>[Cl:2][C:3]1[N:4]=[C:5]([C:10]([NH:12][C@H:13]2[CH2:18][CH2:17][N:16]([C:23]3[S:24][CH:25]=[CH:26][N:27]=3)[CH2:15][C@H:14]2[O:19][CH2:20][CH3:21])=[O:11])[NH:6][C:7]=1[CH2:8][CH3:9] |f:0.1,3.4.5|. Reported procedure: cis(±)-4-Chloro-N-(3-ethoxypiperidin-4-yl)-5-ethyl-1H-imidazole-2-carboxamide hydrochloride obtained in Example (131a) (100 mg, 0.297 mmol), 2-bromothiazole (0.040 mL, 0.44 mmol) and sodium carbonate (157 mg, 1.48 mmol) were suspended in DMF (3 mL). The suspension was subjected to the same operation as in Example (131b) to obtain 45.8 mg of the title compound as a colorless oily substance (40%). Starting materials: C(C)(=O)C=1C(OC(=C(C1O)C(C)=O)O)=O (3,5-diacetyl-4,6-dihydroxy-2H-pyran-2-one), C(CC)N (n-propylamine). Run in C1=CC=CC=C1.CO (benzene methanol). Yields the product C(C)(=O)C1=C(C(C(OC1=O)=O)=C(C)NCCC)O (5-acetyl-4-hydroxy-3-[1-(n-propylamino)-ethylidene]-2H-pyran-2,6(3H)-dione). As a reaction SMILES: [C:1]([C:4]1[C:5](=[O:15])[O:6][C:7]([OH:14])=[C:8]([C:11](=[O:13])[CH3:12])[C:9]=1[OH:10])(=O)[CH3:2].[CH2:16]([NH2:19])[CH2:17][CH3:18]>C1C=CC=CC=1.CO>[C:11]([C:8]1[C:7](=[O:14])[O:6][C:5](=[O:15])[C:4](=[C:1]([NH:19][CH2:16][CH2:17][CH3:18])[CH3:2])[C:9]=1[OH:10])(=[O:13])[CH3:12] |f:2.3|. Procedure: To a boiling solution of 4.2 g. (0.02 m.) of 3,5-diacetyl-4,6-dihydroxy-2H-pyran-2-one in 150 ml. of benzene/methanol is added 1.2 g. (0.02 m.). of n-propylamine and the resulting mixture is refluxed overnight. The reaction mixture is concentrated, filtered and the solid treated with water to give pure 5-acetyl-4-hydroxy-3-[1-(n-propylamino)-ethylidene]-2H-pyran-2,6(3H)-dione, m.p. 145° -148° C. Reactants: CCOC(=O)CBr, CC(=O)OI1(OC(C)=O)(OC(C)=O)OC(=O)c2ccccc21, O=C(C(O)C1CC1)N1CC(c2cc(F)ccc2F)=CC1c1ccccc1, [H-], [Na+], CN(C)C=O. Product: CCOC(=O)COC(C(=O)N1CC(c2cc(F)ccc2F)=CC1c1ccccc1)C1CC1. Reaction SMILES: [Br:29][CH2:30][C:31](=[O:32])[O:33][CH2:34][CH3:35].[CH3:36][C:37]([O:38][I:39]1([O:49][C:50]([CH3:51])=[O:52])([O:53][C:54]([CH3:55])=[O:56])[c:40]2[c:41]([cH:42][cH:43][cH:44][cH:45]2)[C:46](=[O:47])[O:48]1)=[O:57].[CH:1]1([CH:4]([C:5](=[O:6])[N:7]2[CH:8]([c:20]3[cH:21][cH:22][cH:23][cH:24][cH:25]3)[CH:9]=[C:10]([c:12]3[c:13]([F:19])[cH:14][cH:15][c:16]([F:18])[cH:17]3)[CH2:11]2)[OH:26])[CH2:2][CH2:3]1.[H-:28].[Na+:27].[O:58]=[CH:59][N:60]([CH3:61])[CH3:62]>>[CH:1]1([CH:4]([C:5](=[O:6])[N:7]2[CH:8]([c:20]3[cH:21][cH:22][cH:23][cH:24][cH:25]3)[CH:9]=[C:10]([c:12]3[c:13]([F:19])[cH:14][cH:15][c:16]([F:18])[cH:17]3)[CH2:11]2)[O:26][CH2:30][C:31](=[O:32])[O:33][CH2:34][CH3:35])[CH2:2][CH2:3]1. The reactants are ice water, ClCl (chlorine), C(C1=CC=CC=C1)OC1=CC(=C(C(=O)OC)C=C1)OC (methyl 4-benzyloxy-2-methoxybenzoate). Run in C(C)(=O)O (acetic acid), C(C)(=O)O (acetic acid). Reaction conditions: temperature 22.5 celsius. The product is C(C1=CC=CC=C1)OC1=CC(=C(C(=O)O)C=C1Cl)OC (4-Benzyloxy-5-chloro-2-methoxybenzoic Acid). The yield is 58.6%. RXN SMILES: [Cl:1]Cl.[CH2:3]([O:10][C:11]1[CH:20]=[CH:19][C:14]([C:15]([O:17]C)=[O:16])=[C:13]([O:21][CH3:22])[CH:12]=1)[C:4]1[CH:9]=[CH:8][CH:7]=[CH:6][CH:5]=1>C(O)(=O)C>[CH2:3]([O:10][C:11]1[C:20]([Cl:1])=[CH:19][C:14]([C:15]([OH:17])=[O:16])=[C:13]([O:21][CH3:22])[CH:12]=1)[C:4]1[CH:9]=[CH:8][CH:7]=[CH:6][CH:5]=1. Procedure: A solution of chlorine (5.1 g) in acetic acid (100 ml) was added dropwise to a solution of methyl 4-benzyloxy-2-methoxybenzoate (10 g) in acetic acid (40 ml) whilst maintaining the temperature at 20-25° C. The mixture was poured into ice-water and extracted with dichloromethane. The organic extract was dried over sodium sulfate and concentrated in vacuo. The resulting crude material was suspended in ethanol (500 ml) and treated with 10% aqueous sodium hydroxide (16 ml). The mixture was heated at...